Dataset: the Open Reaction Database (ORD), a public repository of structured organic reaction records. Task: describe an organic reaction: reactants, conditions, products, and yield As a reaction SMILES: [C:1]([c:2]1[cH:3][cH:4][cH:5][cH:6][cH:7]1)(=[O:8])[c:9]1[cH:10][c:11]([CH:15]([CH:16]([CH2:17][C:18](=[O:19])[O:20][CH2:21][CH3:22])[OH:23])[CH3:24])[cH:12][cH:13][cH:14]1.[ClH:30].[P:25]([Cl:26])([Cl:27])([Cl:28])=[O:29].[cH:31]1[cH:32][cH:33][n:34][cH:35][cH:36]1>>[C:1]([c:2]1[cH:3][cH:4][cH:5][cH:6][cH:7]1)(=[O:8])[c:9]1[cH:10][c:11]([C:15](=[CH:16][CH2:17][C:18](=[O:19])[O:20][CH2:21][CH3:22])[CH3:24])[cH:12][cH:13][cH:14]1. Reactants: CCOC(=O)CC(O)C(C)c1cccc(C(=O)c2ccccc2)c1, Cl, O=P(Cl)(Cl)Cl, c1ccncc1. The product is CCOC(=O)CC=C(C)c1cccc(C(=O)c2ccccc2)c1. Yields the product N1(C=NC=C1)C[C@@H]1CC[C@H](CC1)CCN(S(=O)(=O)C1=CC=C(C=C1)C(F)(F)F)C (trans-N-[2-(4-imidazol-1-ylmethyl-cyclohexyl)-ethyl]-N-methyl-4-trifluoromethyl-benzenesulfonamide). Run in CN(C=O)C (N,N-dimethylformamide). Starting materials: CN(CC[C@@H]1CC[C@H](CC1)COS(=O)(=O)C)S(=O)(=O)C1=CC=C(C=C1)C(F)(F)F (trans-methanesulfonic acid 4-{2-[methyl-(4-trifluoromethyl-benzenesulfonyl)-amino]-ethyl}-cyclohexylmethyl ester), N1C=NC=C1 (imidazole), [H-].[Na+] (sodium hydride). Reaction SMILES: [CH3:1][N:2]([S:17]([C:20]1[CH:25]=[CH:24][C:23]([C:26]([F:29])([F:28])[F:27])=[CH:22][CH:21]=1)(=[O:19])=[O:18])[CH2:3][CH2:4][C@H:5]1[CH2:10][CH2:9][C@H:8]([CH2:11]OS(C)(=O)=O)[CH2:7][CH2:6]1.[NH:30]1[CH:34]=[CH:33][N:32]=[CH:31]1.[H-].[Na+]>CN(C)C=O>[N:30]1([CH2:11][C@H:8]2[CH2:9][CH2:10][C@H:5]([CH2:4][CH2:3][N:2]([CH3:1])[S:17]([C:20]3[CH:25]=[CH:24][C:23]([C:26]([F:29])([F:28])[F:27])=[CH:22][CH:21]=3)(=[O:19])=[O:18])[CH2:6][CH2:7]2)[CH:34]=[CH:33][N:32]=[CH:31]1 |f:2.3|. Procedure: In analogy to the procedure described in example 25.1, trans-methanesulfonic acid 4-{2-[methyl-(4-trifluoromethyl-benzenesulfonyl)-amino]-ethyl}-cyclohexylmethyl ester (example 13.2) was reacted with imidazole in N,N-dimethylformamide in the presence of sodium hydride to yield trans-N-[2-(4-imidazol-1-ylmethyl-cyclohexyl)-ethyl]-N-methyl-4-trifluoromethyl-benzenesulfonamide as colorless viscous oil, MS: 430 (MH+).